From a dataset of the Open Reaction Database (ORD), a public repository of structured organic reaction records. describe an organic reaction: reactants, conditions, products, and yield The reactants are C(C)(C)(C)C1CCC(CC1)O (4-t-butylcyclohexanol), C(C(=O)Cl)(=O)Cl (oxalyl chloride), C(C(=O)Cl)(=O)Cl (oxalyl chloride). Yields the product C(C(=O)OC1CCC(CC1)C(C)(C)C)(=O)Cl (4-t-butylcyclohexyl chlorooxalate). Yield: 95.3%. Reaction SMILES: [C:1]([CH:5]1[CH2:10][CH2:9][CH:8]([OH:11])[CH2:7][CH2:6]1)([CH3:4])([CH3:3])[CH3:2].[C:12](Cl)(=[O:16])[C:13]([Cl:15])=[O:14]>>[C:13]([Cl:15])(=[O:14])[C:12]([O:11][CH:8]1[CH2:7][CH2:6][CH:5]([C:1]([CH3:4])([CH3:2])[CH3:3])[CH2:10][CH2:9]1)=[O:16]. Procedure: In this example the product was prepared in two synthetic steps. In the first step 4-t-butylcyclohexanol was reacted with 50% molar excess of oxalyl chloride. Upon completion of the reaction the excess oxalyl chloride was stripped from the product at reduced pressure to produce 4-t-butylcyclohexyl chlorooxalate having an assay of 96.9% and in a corrected yield of 95.3%. In the second step 4-t-butylcyclohexyl chlorooxalate was reacted with 2,5-dimethyl-2,5-dihydroperoxyhexane, in the presence of ... Reactants: [H-].[Na+] (sodium hydride), ClC1=C(N=NN1CC1=CC=C(C=C1)OC)C(=O)OCC (Ethyl 5-chloro-1-(4-methoxybenzyl)-1,2,3-triazole-4-carboxylate), ice, NC1=C(C=CC=C1)S (2-aminobenzenethiol). Solvent: O1CCCC1 (tetrahydrofuran), O (water). Run at time 30 minute. Yields the product NC1=C(C=CC=C1)SC1=C(N=NN1CC1=CC=C(C=C1)OC)C(=O)OCC (ethyl 5-(2-aminophenylthio)-1-(4-methoxybenzyl)-1,2,3-triazole-4-carboxylate). Isolated yield 91.4%. As a reaction SMILES: [NH2:1][C:2]1[CH:7]=[CH:6][CH:5]=[CH:4][C:3]=1[SH:8].[H-].[Na+].Cl[C:12]1[N:16]([CH2:17][C:18]2[CH:23]=[CH:22][C:21]([O:24][CH3:25])=[CH:20][CH:19]=2)[N:15]=[N:14][C:13]=1[C:26]([O:28][CH2:29][CH3:30])=[O:27]>O1CCCC1.O>[NH2:1][C:2]1[CH:7]=[CH:6][CH:5]=[CH:4][C:3]=1[S:8][C:12]1[N:16]([CH2:17][C:18]2[CH:19]=[CH:20][C:21]([O:24][CH3:25])=[CH:22][CH:23]=2)[N:15]=[N:14][C:13]=1[C:26]([O:28][CH2:29][CH3:30])=[O:27] |f:1.2|. Procedure: Under the argon atmosphere, to an ice-cooled solution of 2-aminobenzenethiol (0.20 ml, 1.87 mmole) in tetrahydrofuran (15 ml) was added 60% sodium hydride (76 mg, 1.90 mmole), and the mixture was stirred at room temperature for 30 minutes. Ethyl 5-chloro-1-(4-methoxybenzyl)-1,2,3-triazole-4-carboxylate (499 mg, 1.69 mmole) was then added, and the mixture was stirred under ice-cooling for 30 minutes and at room temperature for further 3 hours. The reaction mixture was diluted with water, extracte... The reactants are O=Cc1cc(F)cc(OCc2ccccc2)c1, CC(=O)[O-], CC(=O)O, C[N+](=O)[O-], [NH4+]. Product: O=[N+]([O-])C=Cc1cc(F)cc(OCc2ccccc2)c1. Reaction SMILES: [CH2:1]([c:2]1[cH:3][cH:4][cH:5][cH:6][cH:7]1)[O:8][c:9]1[cH:10][c:11]([CH:12]=[O:13])[cH:14][c:15]([F:17])[cH:16]1.[CH3:23][C:24](=[O:25])[O-:26].[CH3:27][C:28](=[O:29])[OH:30].[N+:18](=[O:19])([O-:20])[CH3:21].[NH4+:22]>>[CH2:1]([c:2]1[cH:3][cH:4][cH:5][cH:6][cH:7]1)[O:8][c:9]1[cH:10][c:11]([CH:12]=[CH:21][N+:18](=[O:19])[O-:20])[cH:14][c:15]([F:17])[cH:16]1. The reactants are COC(=O)CC1=CC=C(OC[C@H](C)NC[C@@H](C2=CC=CC=C2)O[Si](C)(C)C(C)(C)C)C=C1 (N-[2-(4-methoxycarbonylmethylphenoxy)-1(S)-methylethyl]-2(R)-t-butyldimethylsilyloxy-2-phenylethanamine), [F-].C(CCC)[N+](CCCC)(CCCC)CCCC (tetrabutylammonium fluoride). Run in O1CCCC1 (tetrahydrofuran). Yields the product COC(=O)CC1=CC=C(OC[C@H](C)NC[C@H](O)C2=CC=CC=C2)C=C1 (2-[2-(4-Methoxycarbonylmethylphenoxy)-1(S)-methylethyl]amino-1(R)-phenylethanol). Isolated yield 66.6%. Reaction SMILES: [CH3:1][O:2][C:3]([CH2:5][C:6]1[CH:32]=[CH:31][C:9]([O:10][CH2:11][C@@H:12]([NH:14][CH2:15][C@H:16]([O:23][Si](C(C)(C)C)(C)C)[C:17]2[CH:22]=[CH:21][CH:20]=[CH:19][CH:18]=2)[CH3:13])=[CH:8][CH:7]=1)=[O:4].[F-].C([N+](CCCC)(CCCC)CCCC)CCC>O1CCCC1>[CH3:1][O:2][C:3]([CH2:5][C:6]1[CH:32]=[CH:31][C:9]([O:10][CH2:11][C@@H:12]([NH:14][CH2:15][C@@H:16]([C:17]2[CH:22]=[CH:21][CH:20]=[CH:19][CH:18]=2)[OH:23])[CH3:13])=[CH:8][CH:7]=1)=[O:4] |f:1.2|. Procedure: Following a procedure similar to that described in Example 27, but using 460 mg of N-[2-(4-methoxycarbonylmethylphenoxy)-1(S)-methylethyl]-2(R)-t-butyldimethylsilyloxy-2-phenylethanamine (prepared as described in Preparation 31), 15 ml of tetrahydrofuran and 780 mg of tetrabutylammonium fluoride, 0.23 g of the title compound was obtained as crystals, melting at 89°-90° C. Reactants: [OH-].[Na+] (sodium hydroxide), P(=O)(O)(O)C1NCCC1 (2-Phosphonopyrrolidine), [OH-].[Na+] (sodium hydroxide), C(C)(=O)SC(C(=O)Cl)C (2-(acetylthio)propanoyl chloride), Cl (HCl). Solvent: O (water). Yields the product C(C)(=O)SC(C(=O)N1C(CCC1)P(O)(O)=O)C ([1-(2-acetylthio-1-oxopropyl)-2-pyrrolidinyl]phosphonic acid). Reaction SMILES: [P:1]([CH:5]1[CH2:9][CH2:8][CH2:7][NH:6]1)([OH:4])([OH:3])=[O:2].[OH-].[Na+].[C:12]([S:15][CH:16]([CH3:20])[C:17](Cl)=[O:18])(=[O:14])[CH3:13].Cl>O>[C:12]([S:15][CH:16]([CH3:20])[C:17]([N:6]1[CH2:7][CH2:8][CH2:9][CH:5]1[P:1](=[O:4])([OH:3])[OH:2])=[O:18])(=[O:14])[CH3:13] |f:1.2|. Procedure: 2-Phosphonopyrrolidine is dissolved in water and the pH of the solution adjusted to 7 by the addition of sodium hydroxide. The solution is cooled in an ice bath, and 2-(acetylthio)propanoyl chloride is added dropwise. During the addition, the pH of the solution is maintained at 7 by the addition of 2 N sodium hydroxide. After the addition is complete, the reaction mixture is acidified to pH 2 with concentrated HCl and extracted with ethyl acetate. Drying (over MgSO4) and evaporation of the extra...